Dataset: the Open Reaction Database (ORD), a public repository of structured organic reaction records. Task: describe an organic reaction: reactants, conditions, products, and yield Reactants: C1CCOC1 (THF), ClCC(OC=1C(=C(C=CC1)CS(=O)(=O)C1=CC=CC2=CC=CC=C12)[N+](=O)[O-])CCl (1-[3-(2-chloro-1-chloromethyl-ethoxy)-2-nitro-phenylmethanesulfonyl]-naphthalene). Reagents/catalysts: [Pd] (Pd/C). Run in CO (methanol). Run at time 20 hour. Yields the product ClCC(OC1=C(C(=CC=C1)CS(=O)(=O)C1=CC=CC2=CC=CC=C12)N)CCl (2-(2-Chloro-1-chloromethyl-ethoxy)-6-(naphthalene-1-sulfonylmethyl)-phenylamine), solid. Yield: 90.0%. Reaction SMILES: [Cl:1][CH2:2][CH:3]([CH2:28][Cl:29])[O:4][C:5]1[C:6]([N+:25]([O-])=O)=[C:7]([CH2:11][S:12]([C:15]2[C:24]3[C:19](=[CH:20][CH:21]=[CH:22][CH:23]=3)[CH:18]=[CH:17][CH:16]=2)(=[O:14])=[O:13])[CH:8]=[CH:9][CH:10]=1.C1COCC1>[Pd].CO>[Cl:29][CH2:28][CH:3]([CH2:2][Cl:1])[O:4][C:5]1[CH:10]=[CH:9][CH:8]=[C:7]([CH2:11][S:12]([C:15]2[C:24]3[C:19](=[CH:20][CH:21]=[CH:22][CH:23]=3)[CH:18]=[CH:17][CH:16]=2)(=[O:13])=[O:14])[C:6]=1[NH2:25]. Procedure: A mixture of 1-[3-(2-chloro-1-chloromethyl-ethoxy)-2-nitro-phenylmethanesulfonyl]-naphthalene (3) (2.4 g, 5.3 mmoles) and 10% Pd/C in a 1:1 mixture of THF and methanol was hydrogenated on a Parr hydrogenator at 40 lb/in2 for 20 hours. The mixture was filtered through Celite. The filtrate was diluted with EtOAc, washed with water, dried over Na2SO4, and concentrated under vacuum to afford the title compound as an off white solid (2.02 g, 4.77 mmoles), identified by HNMR analysis. Reactants: OC(CCC(CC(C)=O)=O)(CCCC(CCCC(CCCC(C)C)C)C)C (7-hydroxy-7,11,15,19-tetramethyleicosane-2,4-dione), COC(=O)CC(=O)CC(=O)OC (dimethyl acetonedicarboxylate), C[O-].[Na+] (sodium methoxide). Solvent: CO (methanol), CO (methanol). Conditions: time 44 hour. Yields the product OC1=C(C(=C(C=C1C(=O)OC)C)CCC(CCCC(CCCC(CCCC(C)C)C)C)(C)O)C(=O)OC (dimethyl 2-hydroxy-5-methyl-6-(3-hydroxy-3,7,11,15-tetramethyl-hexadecanyl)-benzene-1,3-dicarboxylate). Reaction SMILES: [OH:1][C:2]([CH3:27])([CH2:11][CH2:12][CH2:13][CH:14]([CH3:26])[CH2:15][CH2:16][CH2:17][CH:18]([CH3:25])[CH2:19][CH2:20][CH2:21][CH:22]([CH3:24])[CH3:23])[CH2:3][CH2:4][C:5](=O)[CH2:6][C:7](=O)C.[CH3:28][O:29][C:30]([CH2:32][C:33]([CH2:35][C:36]([O:38][CH3:39])=[O:37])=[O:34])=[O:31].[CH3:40][O-].[Na+]>CO>[OH:34][C:33]1[C:35]([C:36]([O:38][CH3:39])=[O:37])=[CH:40][C:6]([CH3:7])=[C:5]([CH2:4][CH2:3][C:2]([OH:1])([CH3:27])[CH2:11][CH2:12][CH2:13][CH:14]([CH3:26])[CH2:15][CH2:16][CH2:17][CH:18]([CH3:25])[CH2:19][CH2:20][CH2:21][CH:22]([CH3:23])[CH3:24])[C:32]=1[C:30]([O:29][CH3:28])=[O:31] |f:2.3|. Procedure: To a solution of 7-hydroxy-7,11,15,19-tetramethyleicosane-2,4-dione (72.5 g) and dimethyl acetonedicarboxylate (29.6 g) in methanol (190 ml) at 0° was added a solution of sodium methoxide in methanol (from 2.44 g of sodium and 90 ml of methanol). The solution was stirred at room temperature for 44 hr and was concentrated on a rotary evaporator to remove approx. 100 ml of methanol. The residual solution was poured onto ice (500 g) and 20% (v/v) aqueous hydrochloric acid (45 ml). The mixture was e... Solvent: C1CCOC1 (THF). Starting materials: C(C)(C)(C)[Si](C)(C)OC1CCC2(C(COC3=C(C=CC(=C23)F)F)CC1)S(=O)(=O)C1=CC=C(C=C1)Cl (tert-butyl-[11a-(4-chloro-benzenesulfonyl)-1,4-difluoro-6,6a,7,8,9,10,11,11a-octahydro-cyclohepta[c]chromen-9-yloxy]-dimethyl-silane), CCCC[N+](CCCC)(CCCC)CCCC.[F-] (TBAF), CCOC(=O)C.C(Cl)Cl (EtOAc CH2Cl2). Procedure: A solution of tert-butyl-[11a-(4-chloro-benzenesulfonyl)-1,4-difluoro-6,6a,7,8,9,10,11,11a-octahydro-cyclohepta[c]chromen-9-yloxy]-dimethyl-silane (700 mg, 1.30 mmol) in THF (10 mL) at 0° C. was treated with TBAF (1 M in THF, 2.6 mL, 2.6 mmol) and warmed to ambient temperature. After 12 h, the reaction mixture was quenched with saturated aqueous NH4Cl and extracted with EtOAc (2×). The combined organic extracts were washed with saturated aqueous NaHCO3, brine, dried over MgSO4 and concentrated i... RXN SMILES: C([Si]([O:8][CH:9]1[CH2:25][CH2:24][CH:13]2[CH2:14][O:15][C:16]3[C:21]([C:12]2([S:26]([C:29]2[CH:34]=[CH:33][C:32]([Cl:35])=[CH:31][CH:30]=2)(=[O:28])=[O:27])[CH2:11][CH2:10]1)=[C:20]([F:22])[CH:19]=[CH:18][C:17]=3[F:23])(C)C)(C)(C)C.CCCC[N+](CCCC)(CCCC)CCCC.[F-].CCOC(C)=O.C(Cl)Cl>C1COCC1>[Cl:35][C:32]1[CH:31]=[CH:30][C:29]([S:26]([C:12]23[CH2:11][CH2:10][CH:9]([OH:8])[CH2:25][CH2:24][CH:13]2[CH2:14][O:15][C:16]2[C:21]3=[C:20]([F:22])[CH:19]=[CH:18][C:17]=2[F:23])(=[O:28])=[O:27])=[CH:34][CH:33]=1 |f:1.2,3.4|. Reaction conditions: time 12 hour. The product is ClC1=CC=C(C=C1)S(=O)(=O)C12C(COC3=C(C=CC(=C13)F)F)CCC(CC2)O (11a-(4-Chloro-benzenesulfonyl)-1,4-difluoro-6,6a,7,8,9,10,11,11a-octahydro-cyclohepta[c]chromen-9-ol). The reactants are O (water), ClC=1C=CC(=NC1)NC(C1=C(C(=CC(=C1)Cl)OC)NC(=O)C=1SC=C(C1Cl)CNC)=O (N-(5-chloropyridin-2-yl)-2-[((4-((methylamino)methyl)-3-chlorothiophen-2-yl)carbonyl)amino]-3-methoxy-5-chlorobenzamide), BrCCN=C=O (2-bromoethylisocyanate), N1CCCC1 (Pyrrolidine). Solvent: C(C)(=O)OCC (ethyl acetate), C1CCOC1 (THF). Run at time 30 minute. The product is ClC=1C=CC(=NC1)NC(C1=C(C(=CC(=C1)Cl)OC)NC(=O)C=1SC=C(C1Cl)CNC(=O)N(CCN1CCCC1)C)=O (N-(5-chloropyridin-2-yl)-2-[((4-((N'-methyl-N'-(2-(pyrrolidin-1-yl)ethyl)ureido)methyl)-3-chlorothiophen-2-yl)carbonyl)amino]-3-methoxy-5-chlorobenzamide). Reaction SMILES: [Cl:1][C:2]1[CH:3]=[CH:4][C:5]([NH:8][C:9](=[O:31])[C:10]2[CH:15]=[C:14]([Cl:16])[CH:13]=[C:12]([O:17][CH3:18])[C:11]=2[NH:19][C:20]([C:22]2[S:23][CH:24]=[C:25]([CH2:28][NH:29][CH3:30])[C:26]=2[Cl:27])=[O:21])=[N:6][CH:7]=1.Br[CH2:33][CH2:34][N:35]=[C:36]=O.[NH:38]1[CH2:42][CH2:41][CH2:40][CH2:39]1.[OH2:43]>C1COCC1.C(OCC)(=O)C>[Cl:1][C:2]1[CH:3]=[CH:4][C:5]([NH:8][C:9](=[O:31])[C:10]2[CH:15]=[C:14]([Cl:16])[CH:13]=[C:12]([O:17][CH3:18])[C:11]=2[NH:19][C:20]([C:22]2[S:23][CH:24]=[C:25]([CH2:28][NH:29][C:30]([N:35]([CH3:36])[CH2:34][CH2:33][N:38]3[CH2:42][CH2:41][CH2:40][CH2:39]3)=[O:43])[C:26]=2[Cl:27])=[O:21])=[N:6][CH:7]=1. Procedure: To a solution of N-(5-chloropyridin-2-yl)-2-[((4-((methylamino)methyl)-3-chlorothiophen-2-yl)carbonyl)amino]-3-methoxy-5-chlorobenzamide (0.70 g, 1.4 mmol) in THF (10 mL) at 0° C. was added 2-bromoethylisocyanate (0.63 mL, 4.2 mmol) and the mixture stirred at ambient temperature. After 30 minutes, the mixture was cooled, concentrated in vacuo and the residue dissolved in DMF (4 mL). Pyrrolidine (0.50 g, 7.0 mmol) was added. The reaction was stirred for 1 hour and poured into water and ethyl acet... The solvent is C=1(C(=CC=CC1)C)C (xylene). The yield is 62.1%. As a reaction SMILES: [C:1]1(=[O:11])[O:6][C:4](=[O:5])[C:3]2=[CH:7][CH:8]=[CH:9][CH:10]=[C:2]12.[C:12]1([C:18]2[NH:19][C:20]3[C:25]([CH:26]=2)=[CH:24][CH:23]=[CH:22][CH:21]=3)[CH:17]=[CH:16][CH:15]=[CH:14][CH:13]=1>C1(C)C(C)=CC=CC=1>[C:12]1([C:18]2[NH:19][C:20]3[C:25]([C:26]=2[C:4]([C:3]2[CH:7]=[CH:8][CH:9]=[CH:10][C:2]=2[C:1]([OH:6])=[O:11])=[O:5])=[CH:24][CH:23]=[CH:22][CH:21]=3)[CH:17]=[CH:16][CH:15]=[CH:14][CH:13]=1. Starting materials: C1(C=2C(C(=O)O1)=CC=CC2)=O (phthalic anhydride), C1(=CC=CC=C1)C=1NC2=CC=CC=C2C1 (2-phenylindole). Reaction conditions: temperature 110 celsius. The product is C1(=CC=CC=C1)C=1NC2=CC=CC=C2C1C(=O)C1=C(C(=O)O)C=CC=C1 (2-[(2-phenyl-3-indolyl)carbonyl]benzoic acid). Procedure details: A suspension of 14.8 g (0.10 mole) of phthalic anhydride, 10.5 g (0.05 mole) of 2-phenylindole and 82 ml of xylene was heated to 110° C. briefly, cooled to and maintained at 95° C. for approximately two hours. The solution was cooled to ambient temperature and the solid which separated was collected by filtration and dried to obtain 10.6 g of 2-[(2-phenyl-3-indolyl)carbonyl]benzoic acid (Formula VIII: R0 =R1 =R2 =R3 =R6 =Y1 =H; R5 =C6H5) which melted at 106°-107° C. and had a nuclear magnetic re... Starting materials: C(OCC)(OCC)OCC (triethyl orthoformate), N1CCCCC1 (piperdine), FC=1C=C(C(C(=O)O)=CC1)N (4-fluoroanthranilic acid), C(=O)(Cl)Cl (phosgene), [Na+].CS(=O)[CH2-] (dimsyl sodium). Run in C(C)(=O)O (acetic acid). Product: CN1C=C(C(=O)C2=C1C=C(C=C2)F)[S+](C)[O-] (flosequinan). RXN SMILES: [F:1][C:2]1[CH:3]=[C:4]([NH2:11])[C:5](=[CH:9][CH:10]=1)[C:6]([OH:8])=O.C(Cl)(Cl)=O.[Na+].[CH3:17][S:18]([CH2-])=[O:19].C(O[CH2:29][CH3:30])(OCC)OCC.N1CCCC[CH2:32]1>C(O)(=O)C>[CH3:32][N:11]1[C:4]2[CH:3]=[C:2]([F:1])[CH:10]=[CH:9][C:5]=2[C:6](=[O:8])[C:29]([S+:18]([O-:19])[CH3:17])=[CH:30]1 |f:2.3|. Reported procedure: starting with 4-fluoroanthranilic acid comprising cyclization with phosgene to create an intermediate -A, followed by methylation to create an intermediate -B, then by reaction with dimsyl sodium to create an intermediate -C, then by reaction with triethyl orthoformate in the presence of piperdine and acetic acid to give flosequinan. The overall yield of the disclosed process is greater than about 16%. The reactants are anhydride, N1CCOCC1 (morpholine), C(=O)(OC)C(CC(=O)O)OC1=CC=CC=C1 (3-carbomethoxy 3-phenoxypropionic acid). Yields the product COC(C(CC(=O)N1CCOCC1)OC1=CC=CC=C1)=O (3-[(4-Morpholinyl)carbonyl]-2-phenoxypropionic acid methyl ester). Yield: 86.0%. As a reaction SMILES: [NH:1]1[CH2:6][CH2:5][O:4][CH2:3][CH2:2]1.[C:7]([CH:11]([O:16][C:17]1[CH:22]=[CH:21][CH:20]=[CH:19][CH:18]=1)[CH2:12][C:13](O)=[O:14])([O:9][CH3:10])=[O:8]>>[CH3:10][O:9][C:7](=[O:8])[CH:11]([O:16][C:17]1[CH:18]=[CH:19][CH:20]=[CH:21][CH:22]=1)[CH2:12][C:13]([N:1]1[CH2:6][CH2:5][O:4][CH2:3][CH2:2]1)=[O:14]. Reported procedure: Using the mixed anhydride procedure described in Example 2,-morpholine was coupled to 3-carbomethoxy 3-phenoxypropionic acid to give the desired product in 86% yield, mp 83°-84° C. Anal. Calcd for C15H19NO5 : C, 61.42; H, 6.53; N, 4.78. Found: C, 61.47; H, 6.50; N, 4.61.